Dataset: the Open Reaction Database (ORD), a public repository of structured organic reaction records. Task: describe an organic reaction: reactants, conditions, products, and yield Procedure: Prepared from [2-(4-bromo-phenoxy)-ethyl]-diethyl-amine according to general Method I for borylation described above for preparation of 4,4,5,5-tetramethyl-2-(2-methyl-4-phenoxy-phenyl)-[1,3,2]dioxaborolane. Product: C(C)N(CCOC1=CC=C(C=C1)B1OC(C(O1)(C)C)(C)C)CC (Diethyl-{2-[4-(4,4,5,5-tetramethyl-[1,3,2]dioxaborolan-2-yl)-phenoxy]-ethyl}-amine). The reactants are BrC1=CC=C(OCCN(CC)CC)C=C1 ([2-(4-bromo-phenoxy)-ethyl]-diethyl-amine), CC1(OB(OC1(C)C)C1=C(C=C(C=C1)OC1=CC=CC=C1)C)C (4,4,5,5-tetramethyl-2-(2-methyl-4-phenoxy-phenyl)-[1,3,2]dioxaborolane). Reaction SMILES: Br[C:2]1[CH:15]=[CH:14][C:5]([O:6][CH2:7][CH2:8][N:9]([CH2:12][CH3:13])[CH2:10][CH3:11])=[CH:4][CH:3]=1.[CH3:16][C:17]1([CH3:38])[C:21]([CH3:23])([CH3:22])[O:20][B:19](C2C=CC(OC3C=CC=CC=3)=CC=2C)[O:18]1>>[CH2:10]([N:9]([CH2:12][CH3:13])[CH2:8][CH2:7][O:6][C:5]1[CH:14]=[CH:15][C:2]([B:19]2[O:20][C:21]([CH3:23])([CH3:22])[C:17]([CH3:38])([CH3:16])[O:18]2)=[CH:3][CH:4]=1)[CH3:11].